Dataset: the Open Reaction Database (ORD), a public repository of structured organic reaction records. Task: describe an organic reaction: reactants, conditions, products, and yield Reaction SMILES: COC1C=CC(C[N:10]2[CH:15]=[C:14]([O:16]CC3C=CC=CC=3)[C:13](=[O:24])[CH:12]=[C:11]2[C:25]([NH:27][CH2:28][CH2:29][NH:30]CC2C=CC=CC=2)=[O:26])=CC=1.[C:38]1([CH3:48])[CH:43]=[CH:42][C:41]([S:44]([OH:47])(=[O:46])=[O:45])=[CH:40][CH:39]=1.[H][H]>CO.[Pd]>[C:38]1([CH3:48])[CH:39]=[CH:40][C:41]([S:44]([OH:47])(=[O:45])=[O:46])=[CH:42][CH:43]=1.[NH2:30][CH2:29][CH2:28][NH:27][C:25]([C:11]1[NH:10][CH:15]=[C:14]([OH:16])[C:13](=[O:24])[CH:12]=1)=[O:26] |f:5.6|. Solvent: CO (methanol). The product is C1(=CC=C(C=C1)S(=O)(=O)O)C.NCCNC(=O)C=1NC=C(C(C1)=O)O (N-(2-Aminoethyl)-1,4-dihydro-5-hydroxy-4-oxo-2-pyridinecarboxamide, p-toluenesulfonate salt). Starting materials: COC1=CC=C(C=C1)CN1C(=CC(C(=C1)OCC1=CC=CC=C1)=O)C(=O)NCCNCC1=CC=CC=C1 (1,4-Dihydro-1-[(4-methoxyphenyl)methyl]-4-oxo-5-(phenylmethoxy)-N-[2-[(phenylmethyl)amino]ethyl]-2-pyridinecarboxamide), C1(=CC=C(C=C1)S(=O)(=O)O)C (p-toluenesulfonic acid), [H][H] (hydrogen). Reported procedure: 1,4-Dihydro-1-[(4-methoxyphenyl)methyl]-4-oxo-5-(phenylmethoxy)-N-[2-[(phenylmethyl)amino]ethyl]-2-pyridinecarboxamide (9.95 g) and 7.7 g of p-toluenesulfonic acid in 100 ml of methanol were treated with 3 g of palladium on charcoal (10%) and hydrogen was bubbled through the reaction mixture at 45°-50° C. over six hours. A stream of argon was then bubbled through the reaction mixture for 10 minutes. Filtration and evaporation of the filtrate yielded beige crystals of the title compound which wer... Reagents/catalysts: [Pd] (palladium on charcoal). The reactants are CCCC1CCC(C2CCC(CCCC=O)CC2)CC1, C1CCOC1, [Cl-], Fc1cc(F)cc(Br)c1, [Mg], [NH4+]. The product is CCCC1CCC(C2CCC(CCC=Cc3cc(F)cc(F)c3)CC2)CC1. As a reaction SMILES: [CH2:11]([CH2:12][CH3:13])[CH:14]1[CH2:15][CH2:16][CH:17]([CH:20]2[CH2:21][CH2:22][CH:23]([CH2:26][CH2:27][CH2:28][CH:29]=[O:30])[CH2:24][CH2:25]2)[CH2:18][CH2:19]1.[CH2:33]1[O:34][CH2:35][CH2:36][CH2:37]1.[Cl-:31].[F:2][c:3]1[cH:4][c:5]([Br:10])[cH:6][c:7]([F:9])[cH:8]1.[Mg:1].[NH4+:32]>>[F:2][c:3]1[cH:4][c:5]([CH:29]=[CH:28][CH2:27][CH2:26][CH:23]2[CH2:22][CH2:21][CH:20]([CH:17]3[CH2:16][CH2:15][CH:14]([CH2:11][CH2:12][CH3:13])[CH2:19][CH2:18]3)[CH2:25][CH2:24]2)[cH:6][c:7]([F:9])[cH:8]1. Reactants: C1CCOC1, CCCc1cc(-c2nc(CC)cs2)ccc1OCCCOc1ccc2c(ccn2C(C)C(=O)[O-])c1, [Li+], [OH-], O, O. Product: CCCc1cc(-c2nc(CC)cs2)ccc1OCCCOc1ccc2c(ccn2CC(=O)O)c1. Reaction SMILES: [CH2:39]1[O:40][CH2:41][CH2:42][CH2:43]1.[CH3:1][CH:2]([C:3](=[O:4])[O-:5])[n:6]1[cH:7][cH:8][c:9]2[cH:10][c:11]([O:15][CH2:16][CH2:17][CH2:18][O:19][c:20]3[c:21]([CH2:33][CH2:34][CH3:35])[cH:22][c:23](-[c:26]4[s:27][cH:28][c:29]([CH2:31][CH3:32])[n:30]4)[cH:24][cH:25]3)[cH:12][cH:13][c:14]12.[Li+:37].[OH-:36].[OH2:38].[OH2:44]>>[CH2:2]([C:3](=[O:4])[OH:5])[n:6]1[cH:7][cH:8][c:9]2[cH:10][c:11]([O:15][CH2:16][CH2:17][CH2:18][O:19][c:20]3[c:21]([CH2:33][CH2:34][CH3:35])[cH:22][c:23](-[c:26]4[s:27][cH:28][c:29]([CH2:31][CH3:32])[n:30]4)[cH:24][cH:25]3)[cH:12][cH:13][c:14]12.